From a dataset of the Open Reaction Database (ORD), a public repository of structured organic reaction records. describe an organic reaction: reactants, conditions, products, and yield The reactants are O=[N+]([O-])c1ccc(Br)cc1F, CN1CCCC1=O, CCN(C(C)C)C(C)C, Nc1ccccc1, O. Yields the product O=[N+]([O-])c1ccc(Br)cc1Nc1ccccc1. RXN SMILES: [Br:1][c:2]1[cH:3][c:4]([F:11])[c:5]([N+:8](=[O:9])[O-:10])[cH:6][cH:7]1.[CH3:29][N:30]1[C:31](=[O:32])[CH2:33][CH2:34][CH2:35]1.[CH:12]([N:13]([CH:14]([CH3:15])[CH3:16])[CH2:17][CH3:18])([CH3:19])[CH3:20].[NH2:21][c:22]1[cH:23][cH:24][cH:25][cH:26][cH:27]1.[OH2:28]>>[Br:1][c:2]1[cH:3][c:4]([NH:21][c:22]2[cH:23][cH:24][cH:25][cH:26][cH:27]2)[c:5]([N+:8](=[O:9])[O-:10])[cH:6][cH:7]1. The reactants are C1(=CC=CC=C1)COC(CC1=C(C(CCC1)=O)O)=O (Phenylmethyl(2-hydroxy-3-oxo-1-cyclohexen-1-yl)acetate), ClC1=CC=C(C=C1)[C@@H](C)N ((1R)-1-(4-chlorophenyl)ethanamine), C(C(C)C)=O (isobutyraldehyde), C(C)(=O)[O-].[NH4+] (Ammonium acetate). The solvent is C(C)(=O)O (acetic acid), C(Cl)(Cl)Cl (chloroform). Yields the product ClC1=CC=C(C=C1)[C@@H](C)N1C(=NC2=C1C(CCC2)CC(=O)OCC2=CC=CC=C2)C(C)C (Phenylmethyl [1-[(1R)-1-(4-chlorophenyl)ethyl]-2-(1-methylethyl)-4,5,6,7-tetrahydro-1H-benzimidazol-7-yl]acetate). RXN SMILES: C([O-])(=O)C.[NH4+:5].[C:6]1([CH2:12][O:13][C:14](=[O:24])[CH2:15][C:16]2[CH2:21][CH2:20][CH2:19][C:18](=O)[C:17]=2O)[CH:11]=[CH:10][CH:9]=[CH:8][CH:7]=1.[Cl:25][C:26]1[CH:31]=[CH:30][C:29]([C@H:32]([NH2:34])[CH3:33])=[CH:28][CH:27]=1.[CH:35](=O)[CH:36]([CH3:38])[CH3:37]>C(O)(=O)C.C(Cl)(Cl)Cl>[Cl:25][C:26]1[CH:31]=[CH:30][C:29]([C@H:32]([N:34]2[C:17]3[CH:16]([CH2:15][C:14]([O:13][CH2:12][C:6]4[CH:11]=[CH:10][CH:9]=[CH:8][CH:7]=4)=[O:24])[CH2:21][CH2:20][CH2:19][C:18]=3[N:5]=[C:35]2[CH:36]([CH3:38])[CH3:37])[CH3:33])=[CH:28][CH:27]=1 |f:0.1|. Procedure details: Ammonium acetate (0.154 g) was dissolved in acetic acid (0.572 mL), to this was added Intermediate 65 (0.560 g), (1R)-1-(4-chlorophenyl)ethanamine (0.362 mL) and isobutyraldehyde (0.196 mL), the mixture dissolved in chloroform (2 mL) and heated to reflux overnight. The mixture was reduced in vacuo and purified by column chromatography (0-100% ethyl acetate in cyclohexane). The appropriate fractions were concentrated in vacuo to yield the racemic mixture of the desired regioisomer. LC/MS MH+ 452,... Reactants: BrCCCCCCCC1=CC(=NO1)C (5-(7-bromoheptyl)-3-methylisoxazole), [Na] (sodium), [N+](=O)([O-])C1=CC=C(C=C1)O (4-nitrophenol), [I-].[Na+] (sodium iodide). The solvent is O1CCCC1 (tetrahydrofuran). Conditions: temperature 80 celsius. The product is CC1=NOC(=C1)CCCCCCCOC1=CC=C(C=C1)[N+](=O)[O-] (3-methyl-5-[7-(4-nitrophenoxy)heptyl]isoxazole). As a reaction SMILES: Br[CH2:2][CH2:3][CH2:4][CH2:5][CH2:6][CH2:7][CH2:8][C:9]1[O:13][N:12]=[C:11]([CH3:14])[CH:10]=1.[Na].[N+:16]([C:19]1[CH:24]=[CH:23][C:22]([OH:25])=[CH:21][CH:20]=1)([O-:18])=[O:17].[I-].[Na+]>O1CCCC1>[CH3:14][C:11]1[CH:10]=[C:9]([CH2:8][CH2:7][CH2:6][CH2:5][CH2:4][CH2:3][CH2:2][O:25][C:22]2[CH:23]=[CH:24][C:19]([N+:16]([O-:18])=[O:17])=[CH:20][CH:21]=2)[O:13][N:12]=1 |f:3.4,^1:14|. Reported procedure: A mixture of 3.0 g (0.0115 mole) of 5-(7-bromoheptyl)-3-methylisoxazole and 1.85 g (0.0115 mole) of the sodium salt of 4-nitrophenol in 50 ml of dry tetrahydrofuran containing a few crystals of sodium iodide was heated at 80° C. for 24 hours. The reaction mixture was concentrated in vacuo and the residue triturated with 100 ml of methylene dichloride and 40 ml of water. The organic phase was dried and concentrated, and the residue crystallized from ether to give 3.5 g of 3-methyl-5-[7-(4-nitroph... Reactants: CCCCCCCCCc1ccccc1C(O)CCCCC, Cc1ccccc1, O, O, Cc1ccc(S(=O)(=O)O)cc1. Yields the product CCCCC=Cc1ccccc1CCCCCCCCC. RXN SMILES: [CH2:1]([CH2:2][CH2:3][CH2:4][CH2:5][CH2:6][CH2:7][CH2:8][CH3:9])[c:10]1[c:11]([CH:16]([CH2:17][CH2:18][CH2:19][CH2:20][CH3:21])[OH:22])[cH:12][cH:13][cH:14][cH:15]1.[CH3:35][c:36]1[cH:37][cH:38][cH:39][cH:40][cH:41]1.[OH2:23].[OH2:42].[c:24]1([CH3:25])[cH:26][cH:27][c:28]([S:29]([OH:30])(=[O:31])=[O:32])[cH:33][cH:34]1>>[CH2:1]([CH2:2][CH2:3][CH2:4][CH2:5][CH2:6][CH2:7][CH2:8][CH3:9])[c:10]1[c:11]([CH:16]=[CH:17][CH2:18][CH2:19][CH2:20][CH3:21])[cH:12][cH:13][cH:14][cH:15]1. Starting materials: ClC=1C=C(C(=O)OO)C=CC1 (3-Chloroperoxybenzoic acid), C1(CC1)C1=C(C=NO1)C(C1=C(C=C(C=C1)C(F)(F)F)SC)=O (5-cyclopropyl-4-(2-methylsulphenyl-4-trifluoromethylbenzoyl)isoxazole), ClC=1C=C(C(=O)OO)C=CC1 (3-Chloroperoxybenzoic acid). Solvent: ClCCl (dichloromethane). Conditions: temperature -20 celsius. Yields the product C1(CC1)C1=C(C=NO1)C(C1=C(C=C(C=C1)C(F)(F)F)S(=O)C)=O (5-cyclopropyl-4-(2-methylsulphinyl-4-trifluoromethylbenzoyl)isoxazole), compound 264. Reaction SMILES: ClC1C=C(C=CC=1)C(OO)=[O:6].[CH:12]1([C:15]2[O:19][N:18]=[CH:17][C:16]=2[C:20](=[O:33])[C:21]2[CH:26]=[CH:25][C:24]([C:27]([F:30])([F:29])[F:28])=[CH:23][C:22]=2[S:31][CH3:32])[CH2:14][CH2:13]1>ClCCl>[CH:12]1([C:15]2[O:19][N:18]=[CH:17][C:16]=2[C:20](=[O:33])[C:21]2[CH:26]=[CH:25][C:24]([C:27]([F:28])([F:30])[F:29])=[CH:23][C:22]=2[S:31]([CH3:32])=[O:6])[CH2:14][CH2:13]1. Reported procedure: 3-Chloroperoxybenzoic acid (0.95 g) was added to a cooled solution of 5-cyclopropyl-4-(2-methylsulphenyl-4-trifluoromethylbenzoyl)isoxazole (1.2 g) in dichloromethane with stirring at -20° C. The mixture was stirred at -20° C. for 2 hours and allowed to warm slowly to 0° C. It was stirred for 1 hour and recooled to -20° C. 3-Chloroperoxybenzoic acid (0.4 g) was added at -20° C. and the mixture was allowed to warm slowly to 0° C and stirred for 1 hour. The mixture was then filtered and the filtra...